Dataset: the Open Reaction Database (ORD), a public repository of structured organic reaction records. Task: describe an organic reaction: reactants, conditions, products, and yield Starting materials: C1(=CC=CC=C1)O (phenol), OC1=CC=C(C=C1)C(C)(C)C1=CC=C(C=C1)O.C1(=CC=CC=C1)O (bisphenol-A phenol). Product: OC1=CC=C(C=C1)C(C)(C)C1=CC=C(C=C1)O (bisphenol-A). The yield is 49.0%. RXN SMILES: C1(O)C=CC=CC=1.[OH:8][C:9]1[CH:14]=[CH:13][C:12]([C:15]([C:18]2[CH:23]=[CH:22][C:21]([OH:24])=[CH:20][CH:19]=2)([CH3:17])[CH3:16])=[CH:11][CH:10]=1.C1(O)C=CC=CC=1>>[OH:8][C:9]1[CH:10]=[CH:11][C:12]([C:15]([C:18]2[CH:19]=[CH:20][C:21]([OH:24])=[CH:22][CH:23]=2)([CH3:17])[CH3:16])=[CH:13][CH:14]=1 |f:1.2|. Procedure details: Upon cooling and reheating to 45° C., the reaction mixture remains viscous. Two hundred grams of 45° C. phenol are added and, upon stirring, the temperature rises to 50° C. The temperature is then lowered to 33° C. for formation of a 1:1 bisphenol-A/phenol molar adduct. Results of gas chromatographic analysis of the adduct thus formed shows 49% of the bisphenol-A present in the completed reaction mix is present in the adduct formed. The reactants are C1(=CC=CC=C1)C1=NC=NN1CC(=O)OC (methyl [5-phenyl-1,2,4-triazol1-yl]-acetate), C(=O)OC (methyl formate), C([O-])([O-])=O.[K+].[K+] (potassium carbonate), [H-].[Na+] (Sodium hydride). The solvent is CN(C)C=O (DMF), petrol, CN(C)C=O (DMF). Conditions: time 10 minute. Product: OC=C(C(=O)OC)N1N=CN=C1C1=CC=CC=C1 (methyl 3-hydroxy-2-[5-phenyl-1,2,4-triazol-1-yl]acrylate). Yield: 99.7%. As a reaction SMILES: [H-].[Na+].[C:3]1([C:9]2[N:13]([CH2:14][C:15]([O:17][CH3:18])=[O:16])[N:12]=[CH:11][N:10]=2)[CH:8]=[CH:7][CH:6]=[CH:5][CH:4]=1.[CH:19](OC)=[O:20].C(=O)([O-])[O-].[K+].[K+]>CN(C=O)C>[OH:20][CH:19]=[C:14]([N:13]1[C:9]([C:3]2[CH:4]=[CH:5][CH:6]=[CH:7][CH:8]=2)=[N:10][CH:11]=[N:12]1)[C:15]([O:17][CH3:18])=[O:16] |f:0.1,4.5.6|. Procedure: Sodium hydride (0.88 g, 0.018 mol, 50% dispersion in oil) was washed with dry petrol 40°-60° and suspended in DMF (15 ml). A mixture of methyl [5-phenyl-1,2,4-triazol1-yl]-acetate (2.0 Og, 0.009 mol) and methyl formate (11.4 ml, 0.18 mol) in DMF (15 ml) was added at room temperature with stirring over 10 minutes. After 2 hours aqueous potassium carbonate (200 ml, 10%) was added and the aqueous layer extracted with diethyl ether (2×100 ml), then the aqueous layer was neutralised with concentrated... Reactants: CCOC(=O)c1ccc(OC)c(O)c1, C1CCOC1, OCCc1ccc(Cl)cc1Cl, CCOC(=O)N=NC(=O)OCC, c1ccc(P(c2ccccc2)c2ccccc2)cc1. The product is CCOC(=O)c1ccc(OC)c(OCCc2ccc(Cl)cc2Cl)c1. Reaction SMILES: [CH2:32]([CH3:33])[O:34][C:35]([c:36]1[cH:37][c:38]([OH:44])[c:39]([O:42][CH3:43])[cH:40][cH:41]1)=[O:45].[CH2:57]1[O:58][CH2:59][CH2:60][CH2:61]1.[Cl:46][c:47]1[c:48]([CH2:54][CH2:55][OH:56])[cH:49][cH:50][c:51]([Cl:53])[cH:52]1.[O:20]=[C:21]([O:22][CH2:23][CH3:24])[N:25]=[N:26][C:27]([O:28][CH2:29][CH3:30])=[O:31].[c:1]1([P:2]([c:3]2[cH:4][cH:5][cH:6][cH:7][cH:8]2)[c:9]2[cH:10][cH:11][cH:12][cH:13][cH:14]2)[cH:15][cH:16][cH:17][cH:18][cH:19]1>>[CH2:32]([CH3:33])[O:34][C:35]([c:36]1[cH:37][c:38]([O:44][CH2:55][CH2:54][c:48]2[c:47]([Cl:46])[cH:52][c:51]([Cl:53])[cH:50][cH:49]2)[c:39]([O:42][CH3:43])[cH:40][cH:41]1)=[O:45]. Starting materials: BrC=1C(=NC=C(C(=O)NC2=CC=C(C=C2)OC(F)(F)F)C1)N1C[C@H](CC1)CO ((S)-5-bromo-6-(3-(hydroxymethyl)pyrrolidin-1-yl)-N-(4-(trifluoromethoxy)phenyl)nicotinamide), C1(CC1)C1=NC=C(C=C1)B1OC(C(O1)(C)C)(C)C (2-cyclopropyl-5-(4,4,5,5-tetramethyl-1,3,2-dioxaborolan-2-yl)pyridine). Product: C1(CC1)C1=CC=C(C=N1)C=1C(=NC=C(C1)C(=O)NC1=CC=C(C=C1)OC(F)(F)F)N1C[C@H](CC1)CO ((S)-6′-Cyclopropyl-2-(3-(hydroxymethyl)pyrrolidin-1-yl)-N-(4-(trifluoromethoxy)phenyl)-[3,3′-bipyridine]-5-carboxamide). RXN SMILES: Br[C:2]1[C:3]([N:22]2[CH2:26][CH2:25][C@H:24]([CH2:27][OH:28])[CH2:23]2)=[N:4][CH:5]=[C:6]([CH:21]=1)[C:7]([NH:9][C:10]1[CH:15]=[CH:14][C:13]([O:16][C:17]([F:20])([F:19])[F:18])=[CH:12][CH:11]=1)=[O:8].[CH:29]1([C:32]2[CH:37]=[CH:36][C:35](B3OC(C)(C)C(C)(C)O3)=[CH:34][N:33]=2)[CH2:31][CH2:30]1>>[CH:29]1([C:32]2[N:33]=[CH:34][C:35]([C:2]3[C:3]([N:22]4[CH2:26][CH2:25][C@H:24]([CH2:27][OH:28])[CH2:23]4)=[N:4][CH:5]=[C:6]([C:7]([NH:9][C:10]4[CH:11]=[CH:12][C:13]([O:16][C:17]([F:19])([F:18])[F:20])=[CH:14][CH:15]=4)=[O:8])[CH:21]=3)=[CH:36][CH:37]=2)[CH2:31][CH2:30]1. Procedure: The title compound was prepared in an analogous fashion to that described in Example 75 using (S)-5-bromo-6-(3-(hydroxymethyl)pyrrolidin-1-yl)-N-(4-(trifluoromethoxy)phenyl)nicotinamide (Stage 78.1) and 2-cyclopropyl-5-(4,4,5,5-tetramethyl-1,3,2-dioxaborolan-2-yl)pyridine to afford an off-white solid. UPLC-MS (condition 1) tR=2.30 min, m/z=499.0 [M+H]+, m/z=497.1 [M−H]−; 1H-NMR (400 MHz, DMSO-d6) δ ppm 0.90-1.04 (m, 4H) 1.49-1.62 (m, 1H) 1.77-1.88 (m, 1H) 2.10-2.19 (m, 1H) 2.18-2.26 (m, 1H) 2.99... Starting materials: N1(C=NC=C1)CCCN (3-Imidazol-1-yl-propylamine), FC1=C(C=O)C=CC=C1 (2-Fluoro-benzaldehyde), C(C)OC(C(CC1=CNC2=CC=CC=C12)=O)=O (3-(1H-Indol-3-yl)-2-oxo-propionic acid ethyl ester). Run in C(C)O (ethanol). Run at temperature 50 celsius, time 24 hour. The product is FC1=C(C=CC=C1)C1C(=C(C(N1CCCN1C=NC=C1)=O)O)C1=CNC2=CC=CC=C12 (5-(2-Fluoro-phenyl)-3-hydroxy-1-(3-imidazol-1-yl-propyl)-4-(1H-indol-3-yl)-1,5-dihydro-pyrrol-2-one). RXN SMILES: [N:1]1([CH2:6][CH2:7][CH2:8][NH2:9])[CH:5]=[CH:4][N:3]=[CH:2]1.[F:10][C:11]1[CH:18]=[CH:17][CH:16]=[CH:15][C:12]=1[CH:13]=O.C([O:21][C:22](=O)[C:23](=[O:34])[CH2:24][C:25]1[C:33]2[C:28](=[CH:29][CH:30]=[CH:31][CH:32]=2)[NH:27][CH:26]=1)C>C(O)C>[F:10][C:11]1[CH:18]=[CH:17][CH:16]=[CH:15][C:12]=1[CH:13]1[N:9]([CH2:8][CH2:7][CH2:6][N:1]2[CH:5]=[CH:4][N:3]=[CH:2]2)[C:22](=[O:21])[C:23]([OH:34])=[C:24]1[C:25]1[C:33]2[C:28](=[CH:29][CH:30]=[CH:31][CH:32]=2)[NH:27][CH:26]=1. Reported procedure: 3-Imidazol-1-yl-propylamine (1 mmol) and 2-Fluoro-benzaldehyde (1 mmol) were added to ethanol (5 ml). After 30 min 3-(1H-Indol-3-yl)-2-oxo-propionic acid ethyl ester (1 mmol) was added. The reaction was heated to 50° C. and stirred for 24 h. After evaporation of the solvent the residue was purified with chromatographic methods. Starting materials: Clc1nc2ccccc2o1, Nc1ccc(F)c(C(F)(F)F)c1, C1CCOC1. Yields the product Fc1ccc(Nc2nc3ccccc3o2)cc1C(F)(F)F. Reaction SMILES: [Cl:13][c:14]1[o:15][c:16]2[c:17]([n:18]1)[cH:19][cH:20][cH:21][cH:22]2.[F:1][c:2]1[c:3]([C:9]([F:10])([F:11])[F:12])[cH:4][c:5]([NH2:6])[cH:7][cH:8]1.[O:23]1[CH2:24][CH2:25][CH2:26][CH2:27]1>>[F:1][c:2]1[c:3]([C:9]([F:10])([F:11])[F:12])[cH:4][c:5]([NH:6][c:14]2[o:15][c:16]3[c:17]([n:18]2)[cH:19][cH:20][cH:21][cH:22]3)[cH:7][cH:8]1. Reactants: CCOC(=O)c1[nH]c2ccc(NC(=O)OC(C)(C)C)cc2c1Br, C1CCOC1, CO, [Li+], [OH-]. Product: CC(C)(C)OC(=O)Nc1ccc2[nH]c(C(=O)O)c(Br)c2c1. As a reaction SMILES: [Br:3][c:4]1[c:5]([C:21](=[O:22])[O:23][CH2:24][CH3:25])[nH:6][c:7]2[cH:8][cH:9][c:10]([NH:13][C:14](=[O:15])[O:16][C:17]([CH3:18])([CH3:19])[CH3:20])[cH:11][c:12]12.[CH2:28]1[O:29][CH2:30][CH2:31][CH2:32]1.[CH3:26][OH:27].[Li+:1].[OH-:2]>>[Br:3][c:4]1[c:5]([C:21](=[O:22])[OH:23])[nH:6][c:7]2[cH:8][cH:9][c:10]([NH:13][C:14](=[O:15])[O:16][C:17]([CH3:18])([CH3:19])[CH3:20])[cH:11][c:12]12. Reactants: C1(CCCC1)\C(=C/C(=O)OC)\N1N=CC(=C1)C=1C2=C(N=CN1)N(C=C2)COCC[Si](C)(C)C ((E)-Methyl 3-cyclopentyl-3-(4-(7-((2-(trimethylsilyl)ethoxy)methyl)-7H-pyrrolo[2,3-d]pyrimidin-4-yl)-1H-pyrazol-1-yl)acrylate), [Rh(COD)(−)-DuanPhos](BF4), [H][H] (hydrogen). Solvent: O1CCCC1 (tetrahydrofuran). Conditions: temperature 35 celsius, time 22 hour. The product is C1(CCCC1)[C@@H](CC(=O)OC)N1N=CC(=C1)C=1C2=C(N=CN1)N(C=C2)COCC[Si](C)(C)C ((R)-Methyl 3-cyclopentyl-3-(4-(7-((2-(trimethylsilyl)ethoxy)methyl)-7H-pyrrolo[2,3-d]pyrimidin-4-yl)-1H-pyrazol-1-yl)propanoate). Reaction SMILES: [CH:1]1(/[C:6](/[N:12]2[CH:16]=[C:15]([C:17]3[C:18]4[CH:25]=[CH:24][N:23]([CH2:26][O:27][CH2:28][CH2:29][Si:30]([CH3:33])([CH3:32])[CH3:31])[C:19]=4[N:20]=[CH:21][N:22]=3)[CH:14]=[N:13]2)=[CH:7]\[C:8]([O:10][CH3:11])=[O:9])[CH2:5][CH2:4][CH2:3][CH2:2]1.[H][H]>O1CCCC1>[CH:1]1([C@H:6]([N:12]2[CH:16]=[C:15]([C:17]3[C:18]4[CH:25]=[CH:24][N:23]([CH2:26][O:27][CH2:28][CH2:29][Si:30]([CH3:32])([CH3:31])[CH3:33])[C:19]=4[N:20]=[CH:21][N:22]=3)[CH:14]=[N:13]2)[CH2:7][C:8]([O:10][CH3:11])=[O:9])[CH2:5][CH2:4][CH2:3][CH2:2]1. Procedure details: A solution of (E)-methyl 3-cyclopentyl-3-(4-(7-((2-(trimethylsilyl)ethoxy)methyl)-7H-pyrrolo[2,3-d]pyrimidin-4-yl)-1H-pyrazol-1-yl)acrylate (21, 815 mg) in tetrahydrofuran (THF, 8.0 mL) in a pressure glass tube was treated with the catalyst [Rh(COD)(−)-DuanPhos](BF4) (4.6 mg) under nitrogen before the reaction mixture was pressurized with hydrogen gas to 50 bar pressure. The reaction mixture was stirred at 35° C. under this hydrogen pressure for 22 h. When HPLC analysis showed that the substrate... Starting materials: O=C([O-])[O-], CN1CCCC1=O, CCOC(C)=O, [Cs+], [Cs+], CC1OC1(Cn1cncn1)c1ccccc1F, O, O=c1[nH]ccn1-c1ccc(-n2ncnn2)cc1. Yields the product CC(n1ccn(-c2ccc(-n3ncnn3)cc2)c1=O)C(O)(Cn1cncn1)c1ccccc1F. RXN SMILES: [C:35](=[O:36])([O-:37])[O-:38].[CH3:41][N:42]1[CH2:43][CH2:44][CH2:45][C:46]1=[O:47].[CH3:48][CH2:49][O:50][C:51](=[O:52])[CH3:53].[Cs+:39].[Cs+:40].[F:1][c:2]1[c:3]([C:8]2([CH2:12][n:13]3[n:14][cH:15][n:16][cH:17]3)[O:9][CH:10]2[CH3:11])[cH:4][cH:5][cH:6][cH:7]1.[OH2:54].[n:18]1[n:19](-[c:23]2[cH:24][cH:25][c:26](-[n:29]3[c:30](=[O:34])[nH:31][cH:32][cH:33]3)[cH:27][cH:28]2)[n:20][n:21][cH:22]1>>[F:1][c:2]1[c:3]([C:8]([OH:9])([CH:10]([CH3:11])[n:31]2[c:30](=[O:34])[n:29](-[c:26]3[cH:25][cH:24][c:23](-[n:19]4[n:18][cH:22][n:21][n:20]4)[cH:28][cH:27]3)[cH:33][cH:32]2)[CH2:12][n:13]2[n:14][cH:15][n:16][cH:17]2)[cH:4][cH:5][cH:6][cH:7]1.